This data is from the Open Reaction Database (ORD), a public repository of structured organic reaction records. The task is: describe an organic reaction: reactants, conditions, products, and yield The reactants are C(C1=CC=CC=C1)(=O)NC1=CC=C(S(=O)(=O)F)C=C1 (N-benzoylsulfanilyl fluoride), ice, C(C1=CC=CC=C1)(=O)NC1=CC=CC=C1 (benzanilide), ClS(=O)(=O)O (chlorosulfonic acid). Run at temperature 60 celsius, time 2 hour. Yields the product C(C1=CC=CC=C1)(=O)NC1=CC=C(S(=O)(=O)Cl)C=C1 (N-benzoylsulfanilyl chloride). Isolated yield 41.0%. RXN SMILES: [C:1]([NH:9][C:10]1[CH:19]=[CH:18][C:13]([S:14](F)(=[O:16])=[O:15])=[CH:12][CH:11]=1)(=[O:8])[C:2]1[CH:7]=[CH:6][CH:5]=[CH:4][CH:3]=1.C(NC1C=CC=CC=1)(=O)C1C=CC=CC=1.[Cl:35]S(O)(=O)=O>>[C:1]([NH:9][C:10]1[CH:19]=[CH:18][C:13]([S:14]([Cl:35])(=[O:16])=[O:15])=[CH:12][CH:11]=1)(=[O:8])[C:2]1[CH:7]=[CH:6][CH:5]=[CH:4][CH:3]=1. Procedure: N-benzoylsulfanilyl chloride was prepared as starting material for N-benzoylsulfanilyl fluoride in the following manner: A 15 gm (0.076 mole) portion of benzanilide was added with stirring to 26 ml (0.38 mole) of chlorosulfonic acid at 0° C. The mixture was then allowed to stir at 60° C for two hours, then cooled to room temperature and poured into ca 200 gm of ice. The sulfonyl chloride was recovered by filtration and recrystallized from chlorobenzene, giving 9.1 gm (41% yield) with mp 176°-178... The reactants are C=CCCCCCCCC (1-decene), BrC1=CC=C(C=O)C=C1 (4-bromobenzaldehyde). Product: C(CCCCCCCCC)C1=CC=C(C=O)C=C1 (4-decylbenzaldehyde). Isolated yield 94.4%. RXN SMILES: [CH2:1]=[CH:2][CH2:3][CH2:4][CH2:5][CH2:6][CH2:7][CH2:8][CH2:9][CH3:10].Br[C:12]1[CH:19]=[CH:18][C:15]([CH:16]=[O:17])=[CH:14][CH:13]=1>>[CH2:1]([C:12]1[CH:19]=[CH:18][C:15]([CH:16]=[O:17])=[CH:14][CH:13]=1)[CH2:2][CH2:3][CH2:4][CH2:5][CH2:6][CH2:7][CH2:8][CH2:9][CH3:10]. Reported procedure: General procedure G was used to couple 1-decene (8.1 mmol) to 4-bromobenzaldehyde (5.4 mmol) to yield 1.25 g (5.1 mmol) of the title product after column chromatography. Spectral data was consistent with previously reported compounds. The reactants are NC1=C(C=CC(=C1)OCC1=CC=C(C=C1)OC)SC1=CC=C(C=C1)O (4-[2-Amino-4-(4-methoxy-benzyloxy)-phenylsulfanyl]-phenol), NC1=C(C=CC(=C1)OCC1=CC=CC=C1)SC1=CC=C(C=C1)O (4-(2-Amino-4-benzyloxy-phenylsulfanyl)-phenol), C(C)(CC)C1=CC=C(C(=N1)N=CN(C)C)C#N (N′-(6-sec-Butyl-3-cyano-pyridin-2-yl)-N,N-dimethyl-formamidine), C(C)(CC)C1=CC=C(C(=N1)N=CN(C)C)C#N (N′-(6-sec-Butyl-3-cyano-pyridin-2-yl)-N,N-dimethyl-formamidine), NC1=C(C=CC(=C1)OCC1=CC=CC=C1)SC1=CC=C(C=C1)O (4-(2-Amino-4-benzyloxy-phenylsulfanyl)-phenol), C(#N)C=1C(=NC(=CC1)C)N=CN(C)C (N′-(3-Cyano-6-methyl-pyridin-2-yl)-N,N-dimethyl-formamidine). Yields the product C(C1=CC=CC=C1)OC1=CC(=C(C=C1)SC1=CC=C(C=C1)O)NC=1C2=C(N=CN1)N=C(C=C2)C(C)CC (4-[4-Benzyloxy-2-(7-sec-butyl-pyrido[2,3-d]pyrimidin-4-ylamino)-phenylsulfanyl]-phenol). Reaction SMILES: [NH2:1][C:2]1[CH:7]=[C:6]([O:8][CH2:9][C:10]2[CH:15]=[CH:14][CH:13]=[CH:12][CH:11]=2)[CH:5]=[CH:4][C:3]=1[S:16][C:17]1[CH:22]=[CH:21][C:20]([OH:23])=[CH:19][CH:18]=1.[CH:24]([C:28]1[N:33]=[C:32]([N:34]=[CH:35]N(C)C)[C:31]([C:39]#[N:40])=[CH:30][CH:29]=1)([CH2:26][CH3:27])[CH3:25].NC1C=C(OCC2C=CC(OC)=CC=2)C=CC=1SC1C=CC(O)=CC=1.C(C1C(N=CN(C)C)=NC(C)=CC=1)#N>>[CH2:9]([O:8][C:6]1[CH:5]=[CH:4][C:3]([S:16][C:17]2[CH:18]=[CH:19][C:20]([OH:23])=[CH:21][CH:22]=2)=[C:2]([NH:1][C:39]2[C:31]3[CH:30]=[CH:29][C:28]([CH:24]([CH2:26][CH3:27])[CH3:25])=[N:33][C:32]=3[N:34]=[CH:35][N:40]=2)[CH:7]=1)[C:10]1[CH:11]=[CH:12][CH:13]=[CH:14][CH:15]=1. Procedure details: The product from Example 27A was reacted with the product from Example 140A using the procedure from Example 10F substituting the product from Example 27A for the product from Example 10E and substituting the product from Example 140A for the product from Example 10B to provide the title product. 1H NMR (300 MHz, DMSO-D6) δ ppm: 0.82 (t, J=7.35 Hz, 3H), 1.30 (d, J=6.62 Hz, 3H), 1.58-1.73 (m, 1H), 1.75-1.87 (m, 1H), 2.89-3.08 (m, 1H), 5.11 (s, 2H), 6.67 (d, J=8.82 Hz, 2H), 6.85-7.03 (m, 1H), 7.11...